This data is from the Open Reaction Database (ORD), a public repository of structured organic reaction records. The task is: describe an organic reaction: reactants, conditions, products, and yield Starting materials: Cl.N1=CC(=CC=C1)N(C(=O)C1=CC2=C(N(C(=N2)CNC2=CC=C(C=C2)C(N)=N)C)C=C1)CCC(=O)OCC (1-methyl-2-[N-(4-amidinophenyl)aminomethyl]benzimidazol-5-yl-carboxylic acid-N-(3-pyridyl)-N-(2-ethoxycarbonylethyl)amide hydrochloride), ClC(=O)OCCCCCCCC (n-octyl chloroformate), C36H45N7O5. Run in ClCCl.C(C)O (dichloromethane ethanol). The product is N1=CC(=CC=C1)N(C(=O)C1=CC2=C(N(C(=N2)CNC2=CC=C(C=C2)C(NC(=O)OCCCCCCCC)=N)C)C=C1)CCC(=O)OCC (1-Methyl-2-[N-[4-(N-n-octyloxycarbonylamidino)phenyl]aminomethyl]benzimidazol-5-yl-carboxylic acid-N-(3-pyridyl)-N-(2-ethoxycarbonylethyl)amide). Yield: 35.0%. RXN SMILES: Cl.[N:2]1[CH:7]=[CH:6][CH:5]=[C:4]([N:8]([CH2:32][CH2:33][C:34]([O:36][CH2:37][CH3:38])=[O:35])[C:9]([C:11]2[CH:31]=[CH:30][C:14]3[N:15]([CH3:29])[C:16]([CH2:18][NH:19][C:20]4[CH:25]=[CH:24][C:23]([C:26](=[NH:28])[NH2:27])=[CH:22][CH:21]=4)=[N:17][C:13]=3[CH:12]=2)=[O:10])[CH:3]=1.Cl[C:40]([O:42][CH2:43][CH2:44][CH2:45][CH2:46][CH2:47][CH2:48][CH2:49][CH3:50])=[O:41]>ClCCl.C(O)C>[N:2]1[CH:7]=[CH:6][CH:5]=[C:4]([N:8]([CH2:32][CH2:33][C:34]([O:36][CH2:37][CH3:38])=[O:35])[C:9]([C:11]2[CH:31]=[CH:30][C:14]3[N:15]([CH3:29])[C:16]([CH2:18][NH:19][C:20]4[CH:21]=[CH:22][C:23]([C:26](=[NH:27])[NH:28][C:40]([O:42][CH2:43][CH2:44][CH2:45][CH2:46][CH2:47][CH2:48][CH2:49][CH3:50])=[O:41])=[CH:24][CH:25]=4)=[N:17][C:13]=3[CH:12]=2)=[O:10])[CH:3]=1 |f:0.1,3.4|. Procedure: Prepared analogously to Example 90 from 1-methyl-2-[N-(4-amidinophenyl)aminomethyl]benzimidazol-5-yl-carboxylic acid-N-(3-pyridyl)-N-(2-ethoxycarbonylethyl)amide hydrochloride and n-octyl chloroformate. Yield: 35% of theory, C36H45N7O5 (655.8); Rf value: 0.28 (silica gel; dichloromethane/ethanol=19:1); EKA mass spectrum: (M+H)+=656; (M+2H)++=328.7. Reactants: O (water), C([O-])([O-])=O.[K+].[K+] (potassium carbonate), CI (methyl iodide), IC=1C=C(C=CC1)C1=NNC(O1)=O (5-(3-iodophenyl)-1,3,4-oxadiazol-2(3H)-one). The solvent is CN(C)C=O (DMF). Reaction conditions: time 1 hour. The product is IC=1C=C(C=CC1)C1=NN(C(O1)=O)C (5-(3-iodophenyl)-3-methyl-1,3,4-oxadiazol-2 (3H)-one). Yield: 90.2%. RXN SMILES: [I:1][C:2]1[CH:3]=[C:4]([C:8]2[O:12][C:11](=[O:13])[NH:10][N:9]=2)[CH:5]=[CH:6][CH:7]=1.[C:14](=O)([O-])[O-].[K+].[K+].CI.O>CN(C=O)C>[I:1][C:2]1[CH:3]=[C:4]([C:8]2[O:12][C:11](=[O:13])[N:10]([CH3:14])[N:9]=2)[CH:5]=[CH:6][CH:7]=1 |f:1.2.3|. Reported procedure: 5-(3-Iodophenyl)-1,3,4-oxadiazol-2(3H)-one (778 mg, 2.70 mmol) obtained in Step 1 was dissolved in DMF (14 mL), and the mixture was stirred at room temperature for 1 hour after adding potassium carbonate (840 mg, 4.05 mmol) and methyl iodide (0.20 mL, 3.24 mmol). The mixture was stirred after adding water, and the precipitated solid was filtered off and dried to give 5-(3-iodophenyl)-3-methyl-1,3,4-oxadiazol-2 (3H)-one (736 mg, 90%). Starting materials: BrC=1C=C2C(=C(C=NC2=CC1)C(CCC)=O)N[C@@H]1CC[C@H](CC1)NC(OC(C)(C)C)=O (tert-butyl (trans-4-((6-bromo-3-butyrylquinolin-4-yl)amino)cyclohexyl)carbamate), ClC1=C(C(=CC(=C1)B1OC(C(O1)(C)C)(C)C)Cl)O (2,6-dichloro-4-(4,4,5,5-tetramethyl-1,3,2-dioxaborolan-2-yl)phenol). The product is C(CCC)(=O)C=1C=NC2=CC=C(C=C2C1N[C@@H]1CC[C@H](CC1)NC(OC(C)(C)C)=O)C1=CC(=C(C(=C1)Cl)O)Cl (tert-butyl (trans-4-((3-butyryl-6-(3,5-dichloro-4-hydroxyphenyl)quinolin-4-yl)amino)cyclohexyl)carbamate). Isolated yield 61.5%. Reaction SMILES: Br[C:2]1[CH:3]=[C:4]2[C:9](=[CH:10][CH:11]=1)[N:8]=[CH:7][C:6]([C:12](=[O:16])[CH2:13][CH2:14][CH3:15])=[C:5]2[NH:17][C@H:18]1[CH2:23][CH2:22][C@H:21]([NH:24][C:25](=[O:31])[O:26][C:27]([CH3:30])([CH3:29])[CH3:28])[CH2:20][CH2:19]1.[Cl:32][C:33]1[CH:38]=[C:37](B2OC(C)(C)C(C)(C)O2)[CH:36]=[C:35]([Cl:48])[C:34]=1[OH:49]>>[C:12]([C:6]1[CH:7]=[N:8][C:9]2[C:4]([C:5]=1[NH:17][C@H:18]1[CH2:23][CH2:22][C@H:21]([NH:24][C:25](=[O:31])[O:26][C:27]([CH3:30])([CH3:29])[CH3:28])[CH2:20][CH2:19]1)=[CH:3][C:2]([C:37]1[CH:38]=[C:33]([Cl:32])[C:34]([OH:49])=[C:35]([Cl:48])[CH:36]=1)=[CH:11][CH:10]=2)(=[O:16])[CH2:13][CH2:14][CH3:15]. Reported procedure: Following general procedure D, tert-butyl (trans-4-((6-bromo-3-butyrylquinolin-4-yl)amino)cyclohexyl)carbamate (49 mg, 0.10 mmol) was reacted with 2,6-dichloro-4-(4,4,5,5-tetramethyl-1,3,2-dioxaborolan-2-yl)phenol (47 mg, 0.16 mmol) to afford the desired product (35.2 mg, 61%) as a yellow-brown solid. ESI MS m/z 572 [C30H35Cl2N3O4+H]+ Reactants: S1C(=NC2=C1C=CC=C2)C(=O)OCC (ethyl benzo[d]thiazole-2-carboxylate), NN (hydrazine). Solvent: C(C)O (ethanol). Run at time 30 minute. Yields the product S1C(=NC2=C1C=CC=C2)C(=O)NN (benzo[d]thiazole-2-carbohydrazide). Isolated yield 99.8%. As a reaction SMILES: [S:1]1[C:5]2[CH:6]=[CH:7][CH:8]=[CH:9][C:4]=2[N:3]=[C:2]1[C:10]([O:12]CC)=O.[NH2:15][NH2:16]>C(O)C>[S:1]1[C:5]2[CH:6]=[CH:7][CH:8]=[CH:9][C:4]=2[N:3]=[C:2]1[C:10]([NH:15][NH2:16])=[O:12]. Reported procedure: To a solution of ethyl benzo[d]thiazole-2-carboxylate (10 g, 48.25 mmol) in ethanol (200 mL) was added hydrazine (15.5 g, 482.5 mmol). The reaction mixture was stirred at RT for 30 min and concentrated under high vacuum to remove hydrazine. The resulting residue was triturated with ethanol (40 mL) to give benzo[d]thiazole-2-carbohydrazide (9.3 g, quant.) LRMS (M+H+) m/z 194.0. The product is COc1c(N)ncnc1N1CCCC1. Reactants: C1CCNC1, Cc1ccccc1, COc1c(N)ncnc1Cl. RXN SMILES: [CH2:11]1[CH2:12][CH2:13][NH:14][CH2:15]1.[CH3:16][c:17]1[cH:18][cH:19][cH:20][cH:21][cH:22]1.[Cl:1][c:2]1[c:3]([O:9][CH3:10])[c:4]([NH2:8])[n:5][cH:6][n:7]1>>[c:2]1([N:14]2[CH2:13][CH2:12][CH2:11][CH2:15]2)[c:3]([O:9][CH3:10])[c:4]([NH2:8])[n:5][cH:6][n:7]1.